Dataset: the Open Reaction Database (ORD), a public repository of structured organic reaction records. Task: describe an organic reaction: reactants, conditions, products, and yield The reactants are CCCCc1nc2ccc(NC(=O)C(C)C)cc2n1Cc1ccc(-c2ccccc2C(=O)OC(C)(C)C)cc1, O=C(O)C(F)(F)F. The product is CCCCc1nc2ccc(NC(=O)C(C)C)cc2n1Cc1ccc(-c2ccccc2C(=O)O)cc1. As a reaction SMILES: [CH2:1]([CH2:2][CH2:3][CH3:4])[c:5]1[n:6][c:7]2[c:8]([n:9]1[CH2:10][c:11]1[cH:12][cH:13][c:14](-[c:17]3[c:18]([C:23](=[O:24])[O:25][C:26]([CH3:27])([CH3:28])[CH3:29])[cH:19][cH:20][cH:21][cH:22]3)[cH:15][cH:16]1)[cH:30][c:31]([NH:34][C:35](=[O:36])[CH:37]([CH3:38])[CH3:39])[cH:32][cH:33]2.[OH:40][C:41]([C:42]([F:43])([F:44])[F:45])=[O:46]>>[CH2:1]([CH2:2][CH2:3][CH3:4])[c:5]1[n:6][c:7]2[c:8]([n:9]1[CH2:10][c:11]1[cH:12][cH:13][c:14](-[c:17]3[c:18]([C:23](=[O:24])[OH:25])[cH:19][cH:20][cH:21][cH:22]3)[cH:15][cH:16]1)[cH:30][c:31]([NH:34][C:35](=[O:36])[CH:37]([CH3:38])[CH3:39])[cH:32][cH:33]2. As a reaction SMILES: [CH3:1][C:2]1[O:6][C:5]([C:7]2[CH:12]=[CH:11][CH:10]=[CH:9][CH:8]=2)=[N:4][C:3]=1[CH2:13][O:14][C:15]1[CH:34]=[CH:33][C:18]([CH2:19][O:20][C:21]2[CH:26]=[CH:25][CH:24]=[CH:23][C:22]=2[CH2:27][CH2:28][C:29]([O:31]C)=[O:30])=[CH:17][CH:16]=1.O.[OH-].[Li+].O1CCCC1.Cl>CO.O>[CH3:1][C:2]1[O:6][C:5]([C:7]2[CH:8]=[CH:9][CH:10]=[CH:11][CH:12]=2)=[N:4][C:3]=1[CH2:13][O:14][C:15]1[CH:16]=[CH:17][C:18]([CH2:19][O:20][C:21]2[CH:26]=[CH:25][CH:24]=[CH:23][C:22]=2[CH2:27][CH2:28][C:29]([OH:31])=[O:30])=[CH:33][CH:34]=1 |f:1.2.3|. Product: CC1=C(N=C(O1)C1=CC=CC=C1)COC1=CC=C(COC2=C(C=CC=C2)CCC(=O)O)C=C1 (3-[2-[4-[(5-methyl-2-phenyl-4-oxazolyl)methoxy]benzyloxy]phenyl]propionic acid). The solvent is CO (methanol), O (water). The reactants are CC1=C(N=C(O1)C1=CC=CC=C1)COC1=CC=C(COC2=C(C=CC=C2)CCC(=O)OC)C=C1 (methyl 3-[2-[4-[(5-methyl-2-phenyl-4-oxazolyl)methoxy]benzyloxy]phenyl]propionate), O.[OH-].[Li+] (lithium hydroxide monohydrate), O1CCCC1 (tetrahydrofuran), Cl (Hydrochloric acid). Run at time 1.5 hour. Reported procedure: A mixture of methyl 3-[2-[4-[(5-methyl-2-phenyl-4-oxazolyl)methoxy]benzyloxy]phenyl]propionate (0.54 g), lithium hydroxide monohydrate (0.0743 g), tetrahydrofuran (6 mL), water (4 mL) and methanol (4 mL) was stirred at room temperature for 1.5 hrs. 1N Hydrochloric acid (1.8 mL) was added to acidify the reaction mixture and the mixture was extracted with ethyl acetate. The organic layer was washed with saturated brine, dried over anhydrous magnesium sulfate and concentrated to give crystals of 3-...